Task: describe an organic reaction: reactants, conditions, products, and yield. Dataset: the Open Reaction Database (ORD), a public repository of structured organic reaction records Reactants: BrCC#C (3-bromo-prop-1-yne), saturated aqueous saline solution, N1=CC=CC2=C1NC1=C(C(N2)=O)C=CC=C1 (5,11-dihydro-6H-pyrido[2,3-b][1,4]benzodiazepin-6-one), solution, C(CCC)[Li] (n-butyl-lithium). The solvent is O1CCCC1 (tetrahydrofuran), O1CCCC1 (tetrahydrofuran), CCCCCC (n-hexane). Yields the product C(C#C)N1C2=C(NC(C3=C1C=CC=C3)=O)C=CC=N2 (5,11-Dihydro-11-(prop-2-ynyl)-6H-pyrido[2,3-b][1,4]benzodiazepin-6-one). RXN SMILES: [N:1]1[C:6]2[NH:7][C:8]3[CH:16]=[CH:15][CH:14]=[CH:13][C:9]=3[C:10](=[O:12])[NH:11][C:5]=2[CH:4]=[CH:3][CH:2]=1.[CH2:17]([Li])[CH2:18][CH2:19]C.BrCC#C>O1CCCC1.CCCCCC>[CH2:19]([N:7]1[C:8]2[CH:16]=[CH:15][CH:14]=[CH:13][C:9]=2[C:10](=[O:12])[NH:11][C:5]2[CH:4]=[CH:3][CH:2]=[N:1][C:6]1=2)[C:18]#[CH:17]. Reported procedure: To a suspension of 7.4 g (0.035 mol) of 5,11-dihydro-6H-pyrido[2,3-b][1,4]benzodiazepin-6-one in 150 ml of anhydrous tetrahydrofuran, 44.8 ml (approx. 0.07 mol) of a 15% solution of n-butyl-lithium in n-hexane was added dropwise with stirring at a reaction temperature of from 0° to +10° C. After it had all been added, the mixture was stirred for 30 minutes at ambient temperature before a solution of 4.16 g (0.035 mol) of 3-bromo-prop-1-yne in 25 ml of anhydrous tetrahydrofuran was added dropwise... Starting materials: C(=O)([O-])[O-].[K+].[K+] (K2CO3), O (water), CN1C(=CC2=CC=CC=C12)B(O)O (1-methyl-1H-indol-2-ylboronic acid), BrC=1C=C(C=NC1)S(=O)(=O)N(CC)CC (5-bromo-N,N-diethylpyridine-3-sulfonamide). The reagents and catalysts are C=1C=CC(=CC1)[P](C=2C=CC=CC2)(C=3C=CC=CC3)[Pd]([P](C=4C=CC=CC4)(C=5C=CC=CC5)C=6C=CC=CC6)([P](C=7C=CC=CC7)(C=8C=CC=CC8)C=9C=CC=CC9)[P](C=1C=CC=CC1)(C=1C=CC=CC1)C=1C=CC=CC1 (Pd(PPh3)4). The solvent is O1CCOCC1 (1,4-Dioxane), CN(C)C=O (DMF). Conditions: temperature 90 celsius, time 2 hour. Product: C(C)N(S(=O)(=O)C=1C=NC=C(C1)C=1N(C2=CC=CC=C2C1)C)CC (N,N-diethyl-5-(1-methyl-1H-indol-2-yl)pyridine-3-sulfonamide). Reaction SMILES: [CH3:1][N:2]1[C:10]2[C:5](=[CH:6][CH:7]=[CH:8][CH:9]=2)[CH:4]=[C:3]1B(O)O.Br[C:15]1[CH:16]=[C:17]([S:21]([N:24]([CH2:27][CH3:28])[CH2:25][CH3:26])(=[O:23])=[O:22])[CH:18]=[N:19][CH:20]=1.C([O-])([O-])=O.[K+].[K+].O>C1C=CC([P]([Pd]([P](C2C=CC=CC=2)(C2C=CC=CC=2)C2C=CC=CC=2)([P](C2C=CC=CC=2)(C2C=CC=CC=2)C2C=CC=CC=2)[P](C2C=CC=CC=2)(C2C=CC=CC=2)C2C=CC=CC=2)(C2C=CC=CC=2)C2C=CC=CC=2)=CC=1.CN(C=O)C.O1CCOCC1>[CH2:27]([N:24]([CH2:25][CH3:26])[S:21]([C:17]1[CH:18]=[N:19][CH:20]=[C:15]([C:3]2[N:2]([CH3:1])[C:10]3[C:5]([CH:4]=2)=[CH:6][CH:7]=[CH:8][CH:9]=3)[CH:16]=1)(=[O:22])=[O:23])[CH3:28] |f:2.3.4,^1:39,41,60,79|. Reported procedure: A flask is charged with 1-methyl-1H-indol-2-ylboronic acid (90 mg, 0.512 mmol), 5-bromo-N,N-diethylpyridine-3-sulfonamide (100 mg, 0.341 mmol) and polymer supported Pd(PPh3)4 (189 mg, 0.017 mmol), and the flask is flushed with N2 for 5 min. 1,4-Dioxane (10 mL) and 2M K2CO3 in water (0.512 mL, 1.023 mmol) are added under N2 and the mixture is stirred at 90° C. under N2 for 2 h. The mixture is then cooled to room temperature and DMF (4 mL) is added. The mixture is concentrated in vacuo and the res... The reactants are CC(=O)OCc1nc(N2CCN(C(=O)OC(C)(C)C)CC2)no1, CO, [Na+], [OH-]. The product is CC(C)(C)OC(=O)N1CCN(c2noc(CO)n2)CC1. RXN SMILES: [C:1](=[O:2])([CH3:3])[O:4][CH2:5][c:6]1[n:7][c:8]([N:11]2[CH2:12][CH2:13][N:14]([C:17](=[O:18])[O:19][C:20]([CH3:21])([CH3:22])[CH3:23])[CH2:15][CH2:16]2)[n:9][o:10]1.[CH3:26][OH:27].[Na+:25].[OH-:24]>>[OH:4][CH2:5][c:6]1[n:7][c:8]([N:11]2[CH2:12][CH2:13][N:14]([C:17](=[O:18])[O:19][C:20]([CH3:21])([CH3:22])[CH3:23])[CH2:15][CH2:16]2)[n:9][o:10]1. Starting materials: BrCc1ccccn1, Br, O=C([O-])[O-], CCCCc1nc(C)[nH]c(=O)c1Cc1ccc(-c2ccccc2C#N)cc1, CN(C)C=O, CCOC(C)=O, [K+], [K+]. Product: CCCCc1nc(C)n(Cc2ccccn2)c(=O)c1Cc1ccc(-c2ccccc2C#N)cc1. As a reaction SMILES: [Br:35][CH2:36][c:37]1[n:38][cH:39][cH:40][cH:41][cH:42]1.[BrH:34].[C:28](=[O:29])([O-:30])[O-:31].[CH2:1]([CH2:2][CH2:3][CH3:4])[c:5]1[n:6][c:7]([CH3:27])[nH:8][c:9](=[O:26])[c:10]1[CH2:11][c:12]1[cH:13][cH:14][c:15](-[c:18]2[c:19]([C:24]#[N:25])[cH:20][cH:21][cH:22][cH:23]2)[cH:16][cH:17]1.[CH3:43][N:44]([CH3:45])[CH:46]=[O:47].[CH3:48][CH2:49][O:50][C:51](=[O:52])[CH3:53].[K+:32].[K+:33]>>[CH2:1]([CH2:2][CH2:3][CH3:4])[c:5]1[n:6][c:7]([CH3:27])[n:8]([CH2:36][c:37]2[n:38][cH:39][cH:40][cH:41][cH:42]2)[c:9](=[O:26])[c:10]1[CH2:11][c:12]1[cH:13][cH:14][c:15](-[c:18]2[c:19]([C:24]#[N:25])[cH:20][cH:21][cH:22][cH:23]2)[cH:16][cH:17]1. Reactants: Cc1ncccc1Oc1cc(Sc2ccccn2)cnc1Nc1nc(C2(C)COC(C)(C)O2)ns1, CCO, Cl. The product is Cc1ncccc1Oc1cc(Sc2ccccn2)cnc1Nc1nc(C(C)(O)CO)ns1, Cl. As a reaction SMILES: [CH3:1][c:2]1[n:3][cH:4][cH:5][cH:6][c:7]1[O:8][c:9]1[c:10]([NH:22][c:23]2[n:24][c:25]([C:28]3([CH3:35])[O:29][C:30]([CH3:33])([CH3:34])[O:31][CH2:32]3)[n:26][s:27]2)[n:11][cH:12][c:13]([S:15][c:16]2[n:17][cH:18][cH:19][cH:20][cH:21]2)[cH:14]1.[CH3:37][CH2:38][OH:39].[ClH:36]>>[CH3:1][c:2]1[n:3][cH:4][cH:5][cH:6][c:7]1[O:8][c:9]1[c:10]([NH:22][c:23]2[n:24][c:25]([C:28]([OH:29])([CH2:32][OH:31])[CH3:35])[n:26][s:27]2)[n:11][cH:12][c:13]([S:15][c:16]2[n:17][cH:18][cH:19][cH:20][cH:21]2)[cH:14]1.[ClH:36]. Starting materials: COC(=O)C1=C(CC(=C(C1)O[Si](C)(C)C)O[Si](C)(C)C)C(=O)OC (4,5-bis(trimethylsilyloxy)cyclohexa- 1,4-diene- 1,2-dicarboxylic acid dimethyl ester), C1(CCCCC1)N (cyclohexylamine). The solvent is C(C)(=O)O (acetic acid). Yields the product COC(C=1C(C(=O)OC)=CC(=C(C1)NC1CCCCC1)NC1CCCCC1)=O (4,5-Bis(cyclohexylamino)phthalic acid dimethyl ester). Reaction SMILES: [CH3:1][O:2][C:3]([C:5]1[CH2:10][C:9](O[Si](C)(C)C)=[C:8](O[Si](C)(C)C)[CH2:7][C:6]=1[C:21]([O:23][CH3:24])=[O:22])=[O:4].[CH:25]1([NH2:31])[CH2:30][CH2:29][CH2:28][CH2:27][CH2:26]1>C(O)(=O)C>[CH3:1][O:2][C:3](=[O:4])[C:5]1[C:6](=[CH:7][C:8]([NH:31][CH:25]2[CH2:30][CH2:29][CH2:28][CH2:27][CH2:26]2)=[C:9]([NH:31][CH:25]2[CH2:30][CH2:29][CH2:28][CH2:27][CH2:26]2)[CH:10]=1)[C:21]([O:23][CH3:24])=[O:22]. Reported procedure: A solution of 2.4 g (6 mmol) of 4,5-bis(trimethylsilyloxy)cyclohexa- 1,4-diene- 1,2-dicarboxylic acid dimethyl ester (Example 1a) in 21.5 ml (188 mmol) of cyclohexylamine and 4.5 ml of glacial acetic acid is boiled under reflux for 3.5 hours. The reaction mixture is cooled, the solvent is evaporated off and the dark-brown residue is dissolved in dichloromethane and the solution is washed in succession with 100 ml of 2N HCl, 50 ml of saturated NaHCO3 and twice with 20 ml of water, dried with sodi... The reactants are ClC1=NC(=CC(=C1[N+](=O)[O-])Cl)C (2,4-dichloro-6-methyl-3-nitro-pyridine), C(C)(C)(C)OC(NCCC1=CC=C(C=C1)N)=O ([2-(4-amino-phenyl)-ethyl]-carbamic acid tert-butyl ester). Solvent: C(C)(C)N(C(C)C)CC (N,N-diisopropylethylamine). Yields the product ClC1=NC(=CC(=C1[N+](=O)[O-])NC1=CC=C(C=C1)CCNC(OC(C)(C)C)=O)C (tert-Butyl 2-{4-[(2-chloro-6-methyl-3-nitro-4-pyridinyl)amino]phenyl}ethylcarbamate). Isolated yield 15.8%. RXN SMILES: [Cl:1][C:2]1[C:7]([N+:8]([O-:10])=[O:9])=[C:6](Cl)[CH:5]=[C:4]([CH3:12])[N:3]=1.[C:13]([O:17][C:18](=[O:29])[NH:19][CH2:20][CH2:21][C:22]1[CH:27]=[CH:26][C:25]([NH2:28])=[CH:24][CH:23]=1)([CH3:16])([CH3:15])[CH3:14]>C(N(CC)C(C)C)(C)C>[Cl:1][C:2]1[C:7]([N+:8]([O-:10])=[O:9])=[C:6]([NH:28][C:25]2[CH:24]=[CH:23][C:22]([CH2:21][CH2:20][NH:19][C:18](=[O:29])[O:17][C:13]([CH3:15])([CH3:14])[CH3:16])=[CH:27][CH:26]=2)[CH:5]=[C:4]([CH3:12])[N:3]=1. Procedure details: A mixture of 2,4-dichloro-6-methyl-3-nitro-pyridine (Chorvat, Robert J. et al., J. Med. Chem., 1999, 42, 833., 7.5 g, 36.2 mmol), [2-(4-amino-phenyl)-ethyl]-carbamic acid tert-butyl ester (Stark, Peter A. et al., J. Med. Chem., 1992, 35, 4264., 1.14 g, 4.83 mmol) in N,N-diisopropylethylamine (50 ml) was heated at reflux temperature for 16 h. After cooling, the mixture was concentrated. The residue was diluted with dichloromethane (200 ml) and washed with saturated aqueous NaHCO3 solution (50 ml×... Reactants: [N+](=O)([O-])C1=CC=C(C=C1)Cl (4-nitrochlorobenzene), [F-].[K+] (potassium fluoride), (N,N-dimethylimidazolidino)tetramethyl-guanidinium chloride. The solvent is CS(=O)C (dimethylsulfoxide). Conditions: temperature 170 celsius, time 5 hour. Product: [N+](=O)([O-])C1=CC=C(C=C1)F (4-nitrofluorobenzene). Isolated yield 96.0%. RXN SMILES: [N+:1]([C:4]1[CH:9]=[CH:8][C:7](Cl)=[CH:6][CH:5]=1)([O-:3])=[O:2].[F-:11].[K+]>CS(C)=O>[N+:1]([C:4]1[CH:9]=[CH:8][C:7]([F:11])=[CH:6][CH:5]=1)([O-:3])=[O:2] |f:1.2|. Reported procedure: 157 g of 4-nitrochlorobenzene, 200 g of dimethylsulfoxide, 62.7 g of potassium fluoride, and 2.49 g of (N,N-dimethylimidazolidino)tetramethyl-guanidinium chloride were placed in a 1 liter four-neck flask equipped with thermometer, anchor stirrer, and reflux condenser with bubble counter. The mixture was heated with stirring to 170° C. and kept at this temperature for 5 hours. The reaction mixture was then cooled to room temperature, water was added at a volumetric ratio of 1:1, the phases that f...